Dataset: the Open Reaction Database (ORD), a public repository of structured organic reaction records. Task: describe an organic reaction: reactants, conditions, products, and yield Reactants: NC(CC)C=1C(NC(=NN1)C1CCCC1)=O (6-(1-aminopropyl)-3-cyclopentyl-1,2,4-triazin-5(4H)-one), CC1(CCCCC1)C(=O)Cl (1-methylcyclohexanecarbonyl chloride). Product: C1(CCCC1)C1=NN=C(C(N1)=O)C(CC)NC(=O)C1(CCCCC1)C (N-[1-(3-Cyclopentyl-5-oxo-4,5-dihydro-1,2,4-triazin-6-yl)propyl]-1-methylcyclohexanecarboxamide). As a reaction SMILES: [NH2:1][CH:2]([C:5]1[C:6](=[O:16])[NH:7][C:8]([CH:11]2[CH2:15][CH2:14][CH2:13][CH2:12]2)=[N:9][N:10]=1)[CH2:3][CH3:4].[CH3:17][C:18]1([C:24](Cl)=[O:25])[CH2:23][CH2:22][CH2:21][CH2:20][CH2:19]1>>[CH:11]1([C:8]2[NH:7][C:6](=[O:16])[C:5]([CH:2]([NH:1][C:24]([C:18]3([CH3:17])[CH2:23][CH2:22][CH2:21][CH2:20][CH2:19]3)=[O:25])[CH2:3][CH3:4])=[N:10][N:9]=2)[CH2:15][CH2:14][CH2:13][CH2:12]1. Reported procedure: In analogy to the procedure for Example 36A, 150 mg (0.67 mmol) 6-(1-aminopropyl)-3-cyclopentyl-1,2,4-triazin-5(4H)-one, 120 mg (0.74 mmol) 1-methylcyclohexanecarbonyl chloride and proportionate amounts of the other reagents are used. The crude product is used in the next step without further purification. The reactants are Cl.Cl.Cl.ClC1=C2C=C(N=CC2=C(C=C1)Cl)C=1C(=NC=C(C1)C=1C=NN(C1)C1CCNCC1)N (3-(5,8-dichloroisoquinolin-3-yl)-5-(1-piperidin-4-yl-1H-pyrazol-4-yl)-pyridin-2-ylamine trihydrochloride), C(#N)C1=C2C=C(N=CC2=C(C=C1)F)OS(=O)(=O)C(F)(F)F (trifluoromethanesulfonic acid 5-cyano-8-fluoroisoquinolin-3-yl ester). The product is Cl.Cl.Cl.NC1=NC=C(C=C1C=1N=CC=2C(=CC=C(C2C1)C#N)F)C=1C=NN(C1)C1CCNCC1 (3-[2-Amino-5-(1-piperidin-4-yl-1H-pyrazol-4-yl)-pyridin-3-yl]-8-fluoro-isoquinoline-5-carbonitrile trihydrochloride). RXN SMILES: [ClH:1].Cl.Cl.[Cl:4]C1C=CC(Cl)=C2C=1C=C([C:16]1[C:17]([NH2:33])=[N:18][CH:19]=[C:20]([C:22]3[CH:23]=[N:24][N:25]([CH:27]4[CH2:32][CH2:31][NH:30][CH2:29][CH2:28]4)[CH:26]=3)[CH:21]=1)N=C2.[C:34]([C:36]1[CH:45]=[CH:44][C:43]([F:46])=[C:42]2[C:37]=1[CH:38]=[C:39](OS(C(F)(F)F)(=O)=O)[N:40]=[CH:41]2)#[N:35]>>[ClH:4].[ClH:1].[ClH:4].[NH2:33][C:17]1[C:16]([C:39]2[N:40]=[CH:41][C:42]3[C:43]([F:46])=[CH:44][CH:45]=[C:36]([C:34]#[N:35])[C:37]=3[CH:38]=2)=[CH:21][C:20]([C:22]2[CH:23]=[N:24][N:25]([CH:27]3[CH2:32][CH2:31][NH:30][CH2:29][CH2:28]3)[CH:26]=2)=[CH:19][N:18]=1 |f:0.1.2.3,5.6.7.8|. Procedure: The procedure for the preparation of 3-(5,8-dichloroisoquinolin-3-yl)-5-(1-piperidin-4-yl-1H-pyrazol-4-yl)-pyridin-2-ylamine trihydrochloride was followed, except using trifluoromethanesulfonic acid 5-cyano-8-fluoroisoquinolin-3-yl ester in place of trifluoromethanesulfonic acid 5,8-dichloroisoquinolin-3-yl ester. This afforded the title compound as a yellow solid. 1H NMR (400 MHz, CD3OD): δ=2.26-2.42 (m, 4H), 3.20-3.29 (m, 2H), 3.55-3.63 (m, 2H), 4.55-4.67 (m, 1H), 7.54 (dd, J=9.7, 8.2 Hz, 1H),... As a reaction SMILES: [CH2:15]1[CH2:16][CH2:17][c:18]2[cH:19][c:20](-[n:24]3[cH:25][c:26]([C:39](=[O:40])[NH2:41])[c:27](=[O:38])[c:28]4[c:29]3[n:30][c:31]([S:34]([CH3:35])(=[O:36])=[O:37])[n:32][cH:33]4)[cH:21][cH:22][c:23]21.[O:1]1[CH2:2][CH2:3][N:4]([CH2:7][c:8]2[cH:9][c:10]([NH2:14])[cH:11][cH:12][cH:13]2)[CH2:5][CH2:6]1>>[O:1]1[CH2:2][CH2:3][N:4]([CH2:7][c:8]2[cH:9][c:10]([NH:14][c:31]3[n:30][c:29]4[n:24](-[c:20]5[cH:19][c:18]6[c:23]([cH:22][cH:21]5)[CH2:15][CH2:16][CH2:17]6)[cH:25][c:26]([C:39](=[O:40])[NH2:41])[c:27](=[O:38])[c:28]4[cH:33][n:32]3)[cH:11][cH:12][cH:13]2)[CH2:5][CH2:6]1. Yields the product NC(=O)c1cn(-c2ccc3c(c2)CCC3)c2nc(Nc3cccc(CN4CCOCC4)c3)ncc2c1=O. Reactants: CS(=O)(=O)c1ncc2c(=O)c(C(N)=O)cn(-c3ccc4c(c3)CCC4)c2n1, Nc1cccc(CN2CCOCC2)c1. The reactants are CCOC(=O)CN1CC(NC(=O)c2ccc(Cl)s2)C(OC)C1, Nc1ccc(N2CCOCC2=O)cc1. The product is COC1CN(CC(=O)Nc2ccc(N3CCOCC3=O)cc2)CC1NC(=O)c1ccc(Cl)s1. RXN SMILES: [CH2:1]([O:2][C:4]([CH2:5][N:6]1[CH2:7][CH:8]([NH:13][C:14](=[O:15])[c:16]2[s:17][c:18]([Cl:21])[cH:19][cH:20]2)[CH:9]([O:11][CH3:12])[CH2:10]1)=[O:22])[CH3:3].[NH2:23][c:24]1[cH:25][cH:26][c:27]([N:30]2[C:31](=[O:36])[CH2:32][O:33][CH2:34][CH2:35]2)[cH:28][cH:29]1>>[C:4]([CH2:5][N:6]1[CH2:7][CH:8]([NH:13][C:14](=[O:15])[c:16]2[s:17][c:18]([Cl:21])[cH:19][cH:20]2)[CH:9]([O:11][CH3:12])[CH2:10]1)(=[O:22])[NH:23][c:24]1[cH:25][cH:26][c:27]([N:30]2[C:31](=[O:36])[CH2:32][O:33][CH2:34][CH2:35]2)[cH:28][cH:29]1. Starting materials: C([O-])([O-])=O.[K+].[K+] (Potassium carbonate), FC(C(=O)N(C)C=1C=C2C=NNC2=CC1)(F)F (2,2,2-trifluoro-N-(1H-indazol-5-yl)-N-methylacetamide). The solvent is CO (methanol), O (water). The product is CNC=1C=C2C=NNC2=CC1 (N-methyl-1H-indazol-5-amine). Yield: 100.2%. RXN SMILES: C(=O)([O-])[O-].[K+].[K+].FC(F)(F)[C:9]([N:11]([C:13]1[CH:14]=[C:15]2[C:19](=[CH:20][CH:21]=1)[NH:18][N:17]=[CH:16]2)C)=O>CO.O>[CH3:9][NH:11][C:13]1[CH:14]=[C:15]2[C:19](=[CH:20][CH:21]=1)[NH:18][N:17]=[CH:16]2 |f:0.1.2|. Procedure details: Potassium carbonate (8.64 g, 62.5 mmol) was added to a solution of 2,2,2-trifluoro-N-(1H-indazol-5-yl)-N-methylacetamide (3.80 g, 15.6 mmol) in a mixture of methanol (95 ml) and water (16 ml) at room temperature, and the resulting mixture was refluxed for 1.5 hours. Then, the reaction solution was concentrated and the resulting residue was poured into water and extracted with ethyl acetate. The organic layer was washed with a saturated aqueous sodium chloride solution and then dried over anhydro...